Dataset: the Open Reaction Database (ORD), a public repository of structured organic reaction records. Task: describe an organic reaction: reactants, conditions, products, and yield Procedure: In analogy to the procedure described in example 192 h, (2S,4R)-1-(3-cyclopropyl-3-oxo-thiopropionyl)-4-(2-trifluoromethyl-benzenesulfonyl)-pyrrolidine-2-carboxylic acid methyl ester was reacted with cyclobutylhydrazine hydrochloride (CAS Reg. No. 158001-21-9) to give the title compound as yellow foam. As a reaction SMILES: [CH3:1][O:2][C:3]([C@@H:5]1[CH2:9][C@@H:8]([S:10]([C:13]2[CH:18]=[CH:17][CH:16]=[CH:15][C:14]=2[C:19]([F:22])([F:21])[F:20])(=[O:12])=[O:11])[CH2:7][N:6]1[C:23](=S)[CH2:24][C:25]([CH:27]1[CH2:29][CH2:28]1)=O)=[O:4].Cl.[CH:32]1([NH:36][NH2:37])[CH2:35][CH2:34][CH2:33]1>>[CH3:1][O:2][C:3]([C@@H:5]1[CH2:9][C@@H:8]([S:10]([C:13]2[CH:18]=[CH:17][CH:16]=[CH:15][C:14]=2[C:19]([F:21])([F:22])[F:20])(=[O:11])=[O:12])[CH2:7][N:6]1[C:23]1[N:36]([CH:32]2[CH2:35][CH2:34][CH2:33]2)[N:37]=[C:25]([CH:27]2[CH2:29][CH2:28]2)[CH:24]=1)=[O:4] |f:1.2|. The product is COC(=O)[C@H]1N(C[C@@H](C1)S(=O)(=O)C1=C(C=CC=C1)C(F)(F)F)C=1N(N=C(C1)C1CC1)C1CCC1 ((2S,4R)-1-(2-Cyclobutyl-5-cyclopropyl-2H-pyrazol-3-yl)-4-(2-trifluoromethyl-benzenesulfonyl)-pyrrolidine-2-carboxylic acid methyl ester). Starting materials: COC(=O)[C@H]1N(C[C@@H](C1)S(=O)(=O)C1=C(C=CC=C1)C(F)(F)F)C(CC(=O)C1CC1)=S ((2S,4R)-1-(3-cyclopropyl-3-oxo-thiopropionyl)-4-(2-trifluoromethyl-benzenesulfonyl)-pyrrolidine-2-carboxylic acid methyl ester), Cl.C1(CCC1)NN (cyclobutylhydrazine hydrochloride).